Dataset: the Open Reaction Database (ORD), a public repository of structured organic reaction records. Task: describe an organic reaction: reactants, conditions, products, and yield The reactants are O=Cc1c(Br)ccc(O)c1F, O=C([O-])O, Cc1ccccc1, [Na+], OCCO, Cc1ccc(S(=O)(=O)O)cc1. Product: Oc1ccc(Br)c(C2OCCO2)c1F. Reaction SMILES: [Br:1][c:2]1[cH:3][cH:4][c:5]([OH:11])[c:6]([F:10])[c:7]1[CH:8]=[O:9].[C:27](=[O:28])([OH:29])[O-:30].[CH3:32][c:33]1[cH:34][cH:35][cH:36][cH:37][cH:38]1.[Na+:31].[OH:12][CH2:13][CH2:14][OH:15].[c:16]1([CH3:17])[cH:18][cH:19][c:20]([S:21]([OH:22])(=[O:23])=[O:24])[cH:25][cH:26]1>>[Br:1][c:2]1[cH:3][cH:4][c:5]([OH:11])[c:6]([F:10])[c:7]1[CH:8]1[O:9][CH2:14][CH2:13][O:12]1.